From a dataset of the Open Reaction Database (ORD), a public repository of structured organic reaction records. describe an organic reaction: reactants, conditions, products, and yield Starting materials: CCc1ccncc1CC, CC(C)O, ClCc1ccccc1. As a reaction SMILES: [CH2:9]([CH3:10])[c:11]1[cH:12][n:13][cH:14][cH:15][c:16]1[CH2:17][CH3:18].[CH:19]([OH:20])([CH3:21])[CH3:22].[Cl:1][CH2:2][c:3]1[cH:4][cH:5][cH:6][cH:7][cH:8]1>>[CH2:2]([c:3]1[cH:4][cH:5][cH:6][cH:7][cH:8]1)[n+:13]1[cH:12][c:11]([CH2:9][CH3:10])[c:16]([CH2:17][CH3:18])[cH:15][cH:14]1.[Cl-:1]. The product is CCc1cc[n+](Cc2ccccc2)cc1CC, [Cl-]. The reactants are C(C)(C)(C)OC(=O)CNC=1C=C(C=CC1)S(=O)(=O)N (3-t-butoxycarbonylmethylaminobenzenesulfonamide), ClC=1C=C(C(C(=O)OC)=CC1)NC(=O)OC1=CC=CC=C1 (methyl 4-chloro-2-N-phenoxycarbonylanthranilate). Product: C(=O)(O)CNC=1C=C(C=CC1)S(=O)(=O)N1C(NC2=CC(=CC=C2C1=O)Cl)=O (3-[(3-carboxymethylaminophenyl)sulfonyl]-7-chloro-2,4(1H,3H)-quinazolinedione). The yield is 9.0%. Reaction SMILES: C([O:5][C:6]([CH2:8][NH:9][C:10]1[CH:11]=[C:12]([S:16]([NH2:19])(=[O:18])=[O:17])[CH:13]=[CH:14][CH:15]=1)=[O:7])(C)(C)C.[Cl:20][C:21]1[CH:22]=[C:23]([NH:31][C:32](OC2C=CC=CC=2)=[O:33])[C:24](=[CH:29][CH:30]=1)[C:25](OC)=[O:26]>>[C:6]([CH2:8][NH:9][C:10]1[CH:11]=[C:12]([S:16]([N:19]2[C:25](=[O:26])[C:24]3[C:23](=[CH:22][C:21]([Cl:20])=[CH:30][CH:29]=3)[NH:31][C:32]2=[O:33])(=[O:17])=[O:18])[CH:13]=[CH:14][CH:15]=1)([OH:5])=[O:7]. Reported procedure: From 1.62 g (5.65 mmol) of 3-t-butoxycarbonylmethylaminobenzenesulfonamide and 1.73 g (5.65 mmol) of methyl 4-chloro-2-N-phenoxycarbonylanthranilate in a similar manner to Preparation Example 7, 209 mg (yield 9%: 4 steps) of the title compound was obtained. Property: colorless crystals, melting point: >200° C. (decomposition), PMR (δppm, DMSO-d6): 3.86 (2H, s), 6.88 (1H, s), 7.12 (1H, s), 7.24 (1H, d), 7.30-7.38 (3H, m), 7.86 (1H, d), 11.61 (1H, br). Reactants: CC(=O)Oc1cc2oc(=O)cc(C=[N+]=[N-])c2cc1Br, CO. Product: [N-]=[N+]=Cc1cc(=O)oc2cc(O)c(Br)cc12. RXN SMILES: [Br:1][c:2]1[cH:3][c:4]2[c:5]([CH:17]=[N+:18]=[N-:19])[cH:6][c:7](=[O:16])[o:8][c:9]2[cH:10][c:11]1[O:12][C:13](=[O:14])[CH3:15].[CH3:20][OH:21]>>[Br:1][c:2]1[cH:3][c:4]2[c:5]([CH:17]=[N+:18]=[N-:19])[cH:6][c:7](=[O:16])[o:8][c:9]2[cH:10][c:11]1[OH:12]. The reactants are ClCCl, O=C(CCl)c1ccc(F)cc1, COc1ccc2c(c1)C(N1CCNCC1)CC2, [Na+], [OH-]. Yields the product COc1ccc2c(c1)C(N1CCN(CC(=O)c3ccc(F)cc3)CC1)CC2. As a reaction SMILES: [CH2:31]([Cl:32])[Cl:33].[F:20][c:21]1[cH:22][cH:23][c:24]([C:25]([CH2:26][Cl:27])=[O:28])[cH:29][cH:30]1.[N:3]1([CH:9]2[CH2:10][CH2:11][c:12]3[cH:13][cH:14][c:15]([O:18][CH3:19])[cH:16][c:17]32)[CH2:4][CH2:5][NH:6][CH2:7][CH2:8]1.[Na+:2].[OH-:1]>>[N:3]1([CH:9]2[CH2:10][CH2:11][c:12]3[cH:13][cH:14][c:15]([O:18][CH3:19])[cH:16][c:17]32)[CH2:4][CH2:5][N:6]([CH2:26][C:25]([c:24]2[cH:23][cH:22][c:21]([F:20])[cH:30][cH:29]2)=[O:28])[CH2:7][CH2:8]1. The reactants are O=C([O-])[O-], O=C(OCc1ccccc1)c1ncoc1CCNC(=O)C(Cc1ccccc1)NC(CCc1ccccc1)C(=O)OCc1ccccc1, CI, CN(C)P(=O)(N(C)C)N(C)C, CCOC(C)=O, [K+], [K+]. Yields the product CN(C(Cc1ccccc1)C(=O)NCCc1ocnc1C(=O)OCc1ccccc1)C(CCc1ccccc1)C(=O)OCc1ccccc1. Reaction SMILES: [C:51](=[O:52])([O-:53])[O-:54].[CH2:1]([c:2]1[cH:3][cH:4][cH:5][cH:6][cH:7]1)[O:8][C:9](=[O:10])[c:11]1[n:12][cH:13][o:14][c:15]1[CH2:16][CH2:17][NH:18][C:19]([CH:20]([NH:21][CH:22]([CH2:23][CH2:24][c:25]1[cH:26][cH:27][cH:28][cH:29][cH:30]1)[C:31](=[O:32])[O:33][CH2:34][c:35]1[cH:36][cH:37][cH:38][cH:39][cH:40]1)[CH2:41][c:42]1[cH:43][cH:44][cH:45][cH:46][cH:47]1)=[O:48].[CH3:49][I:50].[CH3:57][N:58]([CH3:59])[P:60](=[O:61])([N:62]([CH3:63])[CH3:64])[N:65]([CH3:66])[CH3:67].[CH3:68][CH2:69][O:70][C:71](=[O:72])[CH3:73].[K+:55].[K+:56]>>[CH2:1]([c:2]1[cH:3][cH:4][cH:5][cH:6][cH:7]1)[O:8][C:9](=[O:10])[c:11]1[n:12][cH:13][o:14][c:15]1[CH2:16][CH2:17][NH:18][C:19]([CH:20]([N:21]([CH:22]([CH2:23][CH2:24][c:25]1[cH:26][cH:27][cH:28][cH:29][cH:30]1)[C:31](=[O:32])[O:33][CH2:34][c:35]1[cH:36][cH:37][cH:38][cH:39][cH:40]1)[CH3:51])[CH2:41][c:42]1[cH:43][cH:44][cH:45][cH:46][cH:47]1)=[O:48].